Task: describe an organic reaction: reactants, conditions, products, and yield. Dataset: the Open Reaction Database (ORD), a public repository of structured organic reaction records Reactants: COc1cccc(CCc2ccc(C(=O)OC(C)(C)C)c(Nc3cccc(O)c3)c2)c1, O=C(O)C(F)(F)F. Yields the product COc1cccc(CCc2ccc(C(=O)O)c(Nc3cccc(O)c3)c2)c1. RXN SMILES: [OH:1][c:2]1[cH:3][c:4]([NH:8][c:9]2[c:10]([C:11](=[O:12])[O:13][C:14]([CH3:15])([CH3:16])[CH3:17])[cH:18][cH:19][c:20]([CH2:22][CH2:23][c:24]3[cH:25][c:26]([O:30][CH3:31])[cH:27][cH:28][cH:29]3)[cH:21]2)[cH:5][cH:6][cH:7]1.[OH:32][C:33]([C:34]([F:35])([F:36])[F:37])=[O:38]>>[OH:1][c:2]1[cH:3][c:4]([NH:8][c:9]2[c:10]([C:11](=[O:12])[OH:13])[cH:18][cH:19][c:20]([CH2:22][CH2:23][c:24]3[cH:25][c:26]([O:30][CH3:31])[cH:27][cH:28][cH:29]3)[cH:21]2)[cH:5][cH:6][cH:7]1. The reactants are O (water), CN1CCC2(CC1)CNC1=CC=CC=C12 (1'-methylspiro[indoline-3,4'-piperidine]), [H-].[Na+] (sodium hydride), FC1=CC=CC=C1 (fluorobenzene), hydrochloride salt. Solvent: CS(=O)C (dimethyl sulfoxide). Conditions: time 45 hour. Yields the product CN1CCC2(CC1)CN(C1=CC=CC=C12)C1=CC=CC=C1 (1'-methyl-1-phenylspiro[indoline-3,4'-piperidine]). As a reaction SMILES: [CH3:1][N:2]1[CH2:7][CH2:6][C:5]2([C:15]3[C:10](=[CH:11][CH:12]=[CH:13][CH:14]=3)[NH:9][CH2:8]2)[CH2:4][CH2:3]1.[H-].[Na+].F[C:19]1[CH:24]=[CH:23][CH:22]=[CH:21][CH:20]=1.O>CS(C)=O>[CH3:1][N:2]1[CH2:3][CH2:4][C:5]2([C:15]3[C:10](=[CH:11][CH:12]=[CH:13][CH:14]=3)[N:9]([C:19]3[CH:24]=[CH:23][CH:22]=[CH:21][CH:20]=3)[CH2:8]2)[CH2:6][CH2:7]1 |f:1.2|. Reported procedure: A mixture of 2.1 g of 1'-methylspiro[indoline-3,4'-piperidine] (Example 1b), 3 g of 50% sodium hydride and 12 ml of fluorobenzene in 18 ml of dimethyl sulfoxide is stirred at 65°-70° C. for 45 hours. The well stirred mixture is poured into water and extracted thrice with ether. The combined ether extracts are dried briefly before forming, the hydrochloride salt. The salt is collected, basified and then extracted into ether, giving a yellowish oil which is crystallized from hexane, producing off-... Reactants: C([O-])(O)=O.[Na+] (sodium bicarbonate), C(C)(C)(C)OC(N(C1=CC=C(C=C1)C#N)CC=1C=NC(=C(C1C(C)O)OCC1=CC(=CC=C1)C#N)C)=O ([5-(3-Cyano-benzyloxy)-4-(1-hydroxy-ethyl)-6-methyl-pyridin-3-ylmethyl]-(4-cyano-phenyl)-carbamic acid tert-butyl ester), COCCN(CCOC)S(F)(F)F (bis(2-methoxyethyl)aminosulfur trifluoride). Run in ClCCl (dichloromethane). Run at time 30 minute. Yields the product C(C)(C)(C)OC(N(C1=CC=C(C=C1)C#N)CC=1C=NC(=C(C1C(C)F)OCC1=CC(=CC=C1)C#N)C)=O ([5-(3-cyano-benzyloxy)-4-(1-fluoro-ethyl)-6-methyl-pyridin-3-ylmethyl]-(4-cyano-phenyl)-carbamic acid tert-butyl ester), CC1=C(C2=C(CN(C(OC2C)=O)C2=CC=C(C#N)C=C2)C=N1)OCC1=CC(=CC=C1)C#N (4-[3,5-dimethyl-4-(3-cyano-benzyloxy)-7-oxo-5,9-dihydro-6-oxa-2,8-diaza-benzocyclohepten-8-yl]-benzonitrile). Isolated yield 43.0%. RXN SMILES: [C:1]([O:5][C:6](=[O:37])[N:7]([CH2:16][C:17]1[CH:18]=[N:19][C:20]([CH3:36])=[C:21]([O:26][CH2:27][C:28]2[CH:33]=[CH:32][CH:31]=[C:30]([C:34]#[N:35])[CH:29]=2)[C:22]=1[CH:23](O)[CH3:24])[C:8]1[CH:13]=[CH:12][C:11]([C:14]#[N:15])=[CH:10][CH:9]=1)([CH3:4])([CH3:3])[CH3:2].COCCN(S(F)(F)[F:48])CCOC.C(=O)(O)[O-].[Na+]>ClCCl>[C:1]([O:5][C:6](=[O:37])[N:7]([CH2:16][C:17]1[CH:18]=[N:19][C:20]([CH3:36])=[C:21]([O:26][CH2:27][C:28]2[CH:33]=[CH:32][CH:31]=[C:30]([C:34]#[N:35])[CH:29]=2)[C:22]=1[CH:23]([F:48])[CH3:24])[C:8]1[CH:13]=[CH:12][C:11]([C:14]#[N:15])=[CH:10][CH:9]=1)([CH3:4])([CH3:3])[CH3:2].[CH3:36][C:20]1[N:19]=[CH:18][C:17]2[CH2:16][N:7]([C:8]3[CH:9]=[CH:10][C:11]([C:14]#[N:15])=[CH:12][CH:13]=3)[C:6](=[O:37])[O:5][CH:23]([CH3:24])[C:22]=2[C:21]=1[O:26][CH2:27][C:28]1[CH:33]=[CH:32][CH:31]=[C:30]([C:34]#[N:35])[CH:29]=1 |f:2.3|. Procedure: To a solution of [5-(3-cyano-benzyloxy)-4-(1-hydroxy-ethyl)-6-methyl-pyridin-3-ylmethyl]-(4-cyano-phenyl)-carbamic acid tert-butyl ester (112) (245 mg, 0.10 mol) in dry dichloromethane (7 mL) was slowly added bis(2-methoxyethyl)aminosulfur trifluoride (350 mg, 1.6 mol) at 0° C. under nitrogen atmosphere. The reaction was slowly warmed to room temperature and stirred for 30 minutes. The reaction mixture was then poured into a cold solution of saturated aqueous sodium bicarbonate, and the crude pr... Starting materials: CC(C)(C)c1ccc(CCOc2ccc(N)cc2)cc1, CON(C)C(=O)Cl, Cc1ccccc1, [Cl-], O, c1ccncc1, c1cc[nH+]cc1. The product is CON(C)C(=O)Nc1ccc(OCCc2ccc(C(C)(C)C)cc2)cc1. RXN SMILES: [C:1]([CH3:2])([CH3:3])([CH3:4])[c:5]1[cH:6][cH:7][c:8]([CH2:9][CH2:10][O:11][c:12]2[cH:13][cH:14][c:15]([NH2:16])[cH:17][cH:18]2)[cH:19][cH:20]1.[CH3:21][O:22][N:23]([C:24](=[O:25])[Cl:26])[CH3:27].[CH3:42][c:43]1[cH:44][cH:45][cH:46][cH:47][cH:48]1.[Cl-:34].[OH2:41].[cH:28]1[cH:29][cH:30][n:31][cH:32][cH:33]1.[nH+:35]1[cH:36][cH:37][cH:38][cH:39][cH:40]1>>[C:1]([CH3:2])([CH3:3])([CH3:4])[c:5]1[cH:6][cH:7][c:8]([CH2:9][CH2:10][O:11][c:12]2[cH:13][cH:14][c:15]([NH:16][C:24]([N:23]([O:22][CH3:21])[CH3:27])=[O:25])[cH:17][cH:18]2)[cH:19][cH:20]1. Reactants: [BH4-], CCOc1ccc(Cc2cc(C3(OC)OC(C=O)(CO)C(OCc4ccccc4)C(OCc4ccccc4)C3OCc3ccccc3)ccc2Cl)cc1F, [Na+]. Yields the product CCOc1ccc(Cc2cc(C3(OC)OC(CO)(CO)C(OCc4ccccc4)C(OCc4ccccc4)C3OCc3ccccc3)ccc2Cl)cc1F. RXN SMILES: [BH4-:55].[CH2:1]([c:2]1[cH:3][cH:4][cH:5][cH:6][cH:7]1)[O:8][CH:9]1[C:10]([CH:51]=[O:52])([CH2:53][OH:54])[O:11][C:12]([O:31][CH3:32])([c:33]2[cH:34][c:35]([CH2:40][c:41]3[cH:42][c:43]([F:50])[c:44]([O:47][CH2:48][CH3:49])[cH:45][cH:46]3)[c:36]([Cl:39])[cH:37][cH:38]2)[CH:13]([O:23][CH2:24][c:25]2[cH:26][cH:27][cH:28][cH:29][cH:30]2)[CH:14]1[O:15][CH2:16][c:17]1[cH:18][cH:19][cH:20][cH:21][cH:22]1.[Na+:56]>>[CH2:1]([c:2]1[cH:3][cH:4][cH:5][cH:6][cH:7]1)[O:8][CH:9]1[C:10]([CH2:51][OH:52])([CH2:53][OH:54])[O:11][C:12]([O:31][CH3:32])([c:33]2[cH:34][c:35]([CH2:40][c:41]3[cH:42][c:43]([F:50])[c:44]([O:47][CH2:48][CH3:49])[cH:45][cH:46]3)[c:36]([Cl:39])[cH:37][cH:38]2)[CH:13]([O:23][CH2:24][c:25]2[cH:26][cH:27][cH:28][cH:29][cH:30]2)[CH:14]1[O:15][CH2:16][c:17]1[cH:18][cH:19][cH:20][cH:21][cH:22]1.